This data is from the Open Reaction Database (ORD), a public repository of structured organic reaction records. The task is: describe an organic reaction: reactants, conditions, products, and yield The reactants are ClCCl, CN(C)C=O, O=C(Cl)C(=O)Cl, NCC1CCN(CCc2ccccn2)CC1, O=C(O)c1ccc2nonc2c1. The product is O=C(NCC1CCN(CCc2ccccn2)CC1)c1ccc2nonc2c1. As a reaction SMILES: [CH2:40]([Cl:41])[Cl:42].[CH3:13][N:14]([CH3:15])[CH:16]=[O:17].[Cl:18][C:19]([C:20]([Cl:21])=[O:22])=[O:23].[NH2:24][CH2:25][CH:26]1[CH2:27][CH2:28][N:29]([CH2:32][CH2:33][c:34]2[n:35][cH:36][cH:37][cH:38][cH:39]2)[CH2:30][CH2:31]1.[n:1]1[c:2]2[c:3]([n:4][o:5]1)[cH:6][c:7]([C:10](=[O:11])[OH:12])[cH:8][cH:9]2>>[n:1]1[c:2]2[c:3]([n:4][o:5]1)[cH:6][c:7]([C:10](=[O:12])[NH:24][CH2:25][CH:26]1[CH2:27][CH2:28][N:29]([CH2:32][CH2:33][c:34]3[n:35][cH:36][cH:37][cH:38][cH:39]3)[CH2:30][CH2:31]1)[cH:8][cH:9]2. Reactants: COC([C@H](CC1=C(C=C(C=C1)OCC=1N=C(OC1C)C1=C(C=CC=C1)F)C(F)(F)F)OCC)=O ((S)-2-ethoxy-3-{4-[2-(2-fluoro-phenyl)-5-methyl-oxazol-4-ylmethoxy]-2-trifluoromethyl-phenyl}-propionic acid methyl ester), [Li+].[OH-] (LiOH). Product: C(C)O[C@H](C(=O)O)CC1=C(C=C(C=C1)OCC=1N=C(OC1C)C1=C(C=CC=C1)F)C(F)(F)F ((S)-2-ethoxy-3-{4-[2-(2-fluoro-phenyl)-5-methyl-oxazol-4-ylmethoxy]-2-trifluoromethyl-phenyl}-propionic acid). RXN SMILES: C[O:2][C:3](=[O:34])[C@@H:4]([O:31][CH2:32][CH3:33])[CH2:5][C:6]1[CH:11]=[CH:10][C:9]([O:12][CH2:13][C:14]2[N:15]=[C:16]([C:20]3[CH:25]=[CH:24][CH:23]=[CH:22][C:21]=3[F:26])[O:17][C:18]=2[CH3:19])=[CH:8][C:7]=1[C:27]([F:30])([F:29])[F:28].[Li+].[OH-]>>[CH2:32]([O:31][C@@H:4]([CH2:5][C:6]1[CH:11]=[CH:10][C:9]([O:12][CH2:13][C:14]2[N:15]=[C:16]([C:20]3[CH:25]=[CH:24][CH:23]=[CH:22][C:21]=3[F:26])[O:17][C:18]=2[CH3:19])=[CH:8][C:7]=1[C:27]([F:28])([F:29])[F:30])[C:3]([OH:34])=[O:2])[CH3:33] |f:1.2|. Procedure: In analogy to the procedure described in example 1 g], (S)-2-ethoxy-3-{4-[2-(2-fluoro-phenyl)-5-methyl-oxazol-4-ylmethoxy]-2-trifluoromethyl-phenyl}-propionic acid methyl ester was treated with LiOH to obtain (S)-2-ethoxy-3-{4-[2-(2-fluoro-phenyl)-5-methyl-oxazol-4-ylmethoxy]-2-trifluoromethyl-phenyl}-propionic acid as colorless liquid. Starting materials: Clc1cc(Br)ccn1, C1COCCO1, COc1cc(F)ccc1B(O)O, [Na+], [Na+], O=C([O-])[O-], c1ccc(P(c2ccccc2)(c2ccccc2)[Pd](P(c2ccccc2)(c2ccccc2)c2ccccc2)(P(c2ccccc2)(c2ccccc2)c2ccccc2)P(c2ccccc2)(c2ccccc2)c2ccccc2)cc1. Product: COc1cc(F)ccc1-c1ccnc(Cl)c1. RXN SMILES: [Br:19][c:20]1[cH:21][c:22]([Cl:26])[n:23][cH:24][cH:25]1.[CH2:27]1[O:28][CH2:29][CH2:30][O:31][CH2:32]1.[F:1][c:2]1[cH:3][c:4]([O:11][CH3:12])[c:5]([B:8]([OH:9])[OH:10])[cH:6][cH:7]1.[Na+:13].[Na+:14].[O-:15][C:16](=[O:17])[O-:18].[cH:33]1[cH:34][cH:35][c:36]([P:37]([Pd:38]([P:39]([c:40]2[cH:41][cH:42][cH:43][cH:44][cH:45]2)([c:46]2[cH:47][cH:48][cH:49][cH:50][cH:51]2)[c:52]2[cH:53][cH:54][cH:55][cH:56][cH:57]2)([P:58]([c:59]2[cH:60][cH:61][cH:62][cH:63][cH:64]2)([c:65]2[cH:66][cH:67][cH:68][cH:69][cH:70]2)[c:71]2[cH:72][cH:73][cH:74][cH:75][cH:76]2)[P:77]([c:78]2[cH:79][cH:80][cH:81][cH:82][cH:83]2)([c:84]2[cH:85][cH:86][cH:87][cH:88][cH:89]2)[c:90]2[cH:91][cH:92][cH:93][cH:94][cH:95]2)([c:96]2[cH:97][cH:98][cH:99][cH:100][cH:101]2)[c:102]2[cH:103][cH:104][cH:105][cH:106][cH:107]2)[cH:108][cH:109]1>>[F:1][c:2]1[cH:3][c:4]([O:11][CH3:12])[c:5](-[c:20]2[cH:21][c:22]([Cl:26])[n:23][cH:24][cH:25]2)[cH:6][cH:7]1. Reactants: BrC1=CC=CC=2C3=C(NC12)C1CCN(C3)CC1 (7-bromo-3,4,5,6-tetrahydro-1H-2,5-ethanoazepino[4,3-b]indole), CC1=CC=C(C=N1)B1OC(C)(C)C(C)(C)O1 (6-methylpyridine-3-boronic acid pinacol ester). Product: CC1=CC=C(C=N1)C1=CC=CC=2C3=C(NC12)C1CCN(C3)CC1 (7-(6-methylpyridin-3-yl)-3,4,5,6-tetrahydro-1H-2,5-ethanoazepino[4,3-b]indole). Reaction SMILES: Br[C:2]1[C:10]2[NH:9][C:8]3[CH:11]4[CH2:17][CH2:16][N:14]([CH2:15][C:7]=3[C:6]=2[CH:5]=[CH:4][CH:3]=1)[CH2:13][CH2:12]4.[CH3:18][C:19]1[N:24]=[CH:23][C:22](B2OC(C)(C)C(C)(C)O2)=[CH:21][CH:20]=1>>[CH3:18][C:19]1[N:24]=[CH:23][C:22]([C:2]2[C:10]3[NH:9][C:8]4[CH:11]5[CH2:17][CH2:16][N:14]([CH2:15][C:7]=4[C:6]=3[CH:5]=[CH:4][CH:3]=2)[CH2:13][CH2:12]5)=[CH:21][CH:20]=1. Procedure details: The product of Example 1B (123 mg, 0.42 mmol) and 6-methylpyridine-3-boronic acid pinacol ester (111 mg, 0.51 mmol; Synthonix) were processed as described in Example 4 to provide the title compound: 1H NMR (400 MHz, methanol-d4) δ ppm 2.01-2.17 (m, 4 H), 2.60 (s, 3 H), 3.03-3.14 (m, 3 H), 3.20-3.29 (m, 2 H), 4.27 (s, 2 H), 7.03-7.06 (m, 1 H), 7.10 (t, J=7.6 Hz, 1 H), 7.34 (dd, J=7.6, 1.2 Hz, 1 H), 7.42 (d, J=8.2 Hz, 1 H), 7.96 (dd, J=7.9, 2.4 Hz, 1 H), 8.63 (d, J=2.1 Hz, 1 H); MS (APCI) m/z 304 ... Reactants: CCO, CNc1cc(S(=O)(=O)c2ccccc2)cc(Br)n1. The product is CNc1cc(S(=O)(=O)c2ccccc2)ccn1. RXN SMILES: [CH3:19][CH2:20][OH:21].[c:1]1([S:7](=[O:8])(=[O:9])[c:10]2[cH:11][c:12]([NH:17][CH3:18])[n:13][c:14]([Br:16])[cH:15]2)[cH:2][cH:3][cH:4][cH:5][cH:6]1>>[c:1]1([S:7](=[O:8])(=[O:9])[c:10]2[cH:11][c:12]([NH:17][CH3:18])[n:13][cH:14][cH:15]2)[cH:2][cH:3][cH:4][cH:5][cH:6]1. The reactants are CC(C)=O, COCCc1sc(S(=O)(=O)Cl)cc1C, N. Product: COCCc1sc(S(N)(=O)=O)cc1C. RXN SMILES: [CH3:16][C:17](=[O:18])[CH3:19].[CH3:1][O:2][CH2:3][CH2:4][c:5]1[c:6]([CH3:14])[cH:7][c:8]([S:10](=[O:11])(=[O:12])[Cl:13])[s:9]1.[NH3:15]>>[CH3:1][O:2][CH2:3][CH2:4][c:5]1[c:6]([CH3:14])[cH:7][c:8]([S:10](=[O:11])(=[O:12])[NH2:15])[s:9]1. The reactants are C1(CCCC1)N1C=C(C2=C1N=CN=C2N)C2=NC1=C(N2)C=C(C=C1)[N+](=O)[O-] (7-Cyclopentyl-5-(6-nitro-1H-benzoimidazol-2-yl)-7H-pyrrolo[2,3-d]pyrimidin-4-ylamine), FC=1C=C(C=CC1)S(=O)(=O)Cl (3-fluoro-benzenesulfonyl chloride). Solvent: CS(=O)C (DMSO). Yields the product NC=1C2=C(N=CN1)N(C=C2C=2NC1=C(N2)C=CC(=C1)NS(=O)(=O)C1=CC(=CC=C1)F)C1CCCC1 (N-[2-(4-Amino-7-cyclopentyl-7H-pyrrolo[2,3-d]pyrimidin-5-yl)-3H-benzoimidazol-5-yl]-3-fluoro-benzenesulfonamide). RXN SMILES: [CH:1]1([N:6]2[C:10]3[N:11]=[CH:12][N:13]=[C:14]([NH2:15])[C:9]=3[C:8]([C:16]3[NH:20][C:19]4[CH:21]=[C:22]([N+:25]([O-])=O)[CH:23]=[CH:24][C:18]=4[N:17]=3)=[CH:7]2)[CH2:5][CH2:4][CH2:3][CH2:2]1.[F:28][C:29]1[CH:30]=[C:31]([S:35](Cl)(=[O:37])=[O:36])[CH:32]=[CH:33][CH:34]=1>CS(C)=O>[NH2:15][C:14]1[C:9]2[C:8]([C:16]3[NH:20][C:19]4[CH:21]=[C:22]([NH:25][S:35]([C:31]5[CH:32]=[CH:33][CH:34]=[C:29]([F:28])[CH:30]=5)(=[O:37])=[O:36])[CH:23]=[CH:24][C:18]=4[N:17]=3)=[CH:7][N:6]([CH:1]3[CH2:5][CH2:4][CH2:3][CH2:2]3)[C:10]=2[N:11]=[CH:12][N:13]=1. Reported procedure: The title compound was prepared by treatment of 5-(6-Amino-1H-benzoimidazol-2-yl)-7-cyclopentyl-7H-pyrrolo[2,3-d]pyrimidin-4-ylamine (1E, 20 mg in 1.0 mL NMP) with 1.2 equiv. of 3-fluoro-benzenesulfonyl chloride (14.3 mg) at 80° C. for 2.5 h. LCMS was used to confirm product formation and the resulting reaction mixture was diluted with 1.0 mL DMSO and purified via preparative HPLC to furnish the desired product (M/Z 491.2, retention time 2.3 min. with analytical HPLC method 2). Starting materials: OC=1C=C(C=CC1O)C(CCl)=O (3',4'-dihydroxy-2-chloroacetophenone), COC=1C=C(C(=S)N)C=CC1OC (3,4-dimethoxythiobenzamide). The solvent is C(C)O (ethanol). The product is Cl.COC=1C=C(C=CC1OC)C=1SC=C(N1)C1=CC(=C(C=C1)O)O (2-(3,4-dimethoxyphenyl)-4-(3,4-dihydroxyphenyl)thiazole hydrochloride). Yield: 22.2%. As a reaction SMILES: [OH:1][C:2]1[CH:3]=[C:4]([C:9](=O)[CH2:10][Cl:11])[CH:5]=[CH:6][C:7]=1[OH:8].[CH3:13][O:14][C:15]1[CH:16]=[C:17]([CH:21]=[CH:22][C:23]=1[O:24][CH3:25])[C:18]([NH2:20])=[S:19]>C(O)C>[ClH:11].[CH3:13][O:14][C:15]1[CH:16]=[C:17]([C:18]2[S:19][CH:10]=[C:9]([C:4]3[CH:5]=[CH:6][C:7]([OH:8])=[C:2]([OH:1])[CH:3]=3)[N:20]=2)[CH:21]=[CH:22][C:23]=1[O:24][CH3:25] |f:3.4|. Procedure details: In 20 ml of ethanol were suspended 367 mg of 3',4'-dihydroxy-2-chloroacetophenone and 430 mg of 3,4-dimethoxythiobenzamide. The suspension was refluxed for 3 hours with heating. After cooling, the resulting crystals were collected by filtration, ethanol-washed and dried. The dried material was recrystallized from ethanol to obtain 160 mg of 2-(3,4-dimethoxyphenyl)-4-(3,4-dihydroxyphenyl)thiazole hydrochloride as yellow acicular crystals. Reactants: BrC1=CC2=C(N=CN2)C=C1 (5-bromobenzimidazole), C[Si](C)(C)[N-][Si](C)(C)C.[Li+] (lithiumbis(trimethylsilyl)amide), C1CCOC1 (THF), FC1=CC=C(CN)C=C1 (4-fluorobenzylamine), C1(CCCCC1)P(C1=C(C=CC=C1)C1=C(C=CC=C1)N(C)C)C1CCCCC1 (2-dicyclohexylphosphino-2′-(N,N-dimethylamino)biphenyl). The reagents and catalysts are C=1C=CC(=CC1)/C=C/C(=O)/C=C/C2=CC=CC=C2.C=1C=CC(=CC1)/C=C/C(=O)/C=C/C2=CC=CC=C2.C=1C=CC(=CC1)/C=C/C(=O)/C=C/C2=CC=CC=C2.[Pd].[Pd] (Pd2 dba3). The product is FC1=CC=C(CNC2=CC3=C(N=CN3)C=C2)C=C1 (N-(4-Fluorobenzyl)-3H-benzo[d]imidazol-5-amine). RXN SMILES: Br[C:2]1[CH:10]=[CH:9][C:5]2[N:6]=[CH:7][NH:8][C:4]=2[CH:3]=1.[F:11][C:12]1[CH:19]=[CH:18][C:15]([CH2:16][NH2:17])=[CH:14][CH:13]=1.C1(P(C2CCCCC2)C2C=CC=CC=2C2C=CC=CC=2N(C)C)CCCCC1.C[Si]([N-][Si](C)(C)C)(C)C.[Li+].C1COCC1>C1C=CC(/C=C/C(/C=C/C2C=CC=CC=2)=O)=CC=1.C1C=CC(/C=C/C(/C=C/C2C=CC=CC=2)=O)=CC=1.C1C=CC(/C=C/C(/C=C/C2C=CC=CC=2)=O)=CC=1.[Pd].[Pd]>[F:11][C:12]1[CH:19]=[CH:18][C:15]([CH2:16][NH:17][C:2]2[CH:10]=[CH:9][C:5]3[N:6]=[CH:7][NH:8][C:4]=3[CH:3]=2)=[CH:14][CH:13]=1 |f:3.4,6.7.8.9.10|. Procedure details: The compound was synthesized starting from 5-bromobenzimidazole (200 mg; 1 mmol; 1 eq.), 4-fluorobenzylamine (150 mg; 0.137 ml; 1.2 mmol; 1.2 eq.), 2-dicyclohexylphosphino-2′-(N,N-dimethylamino)biphenyl (9 mg; 0.024 mmol; 0.024 eq.; 2.4 mol %), Pd2 dba3 (9 mg; 0.01 mmol; 0.01 eq.; 1 mol %) and lithiumbis(trimethylsilyl)amide 1 M in THF (2.2 ml; 2.2 mmol; 2.2 eq.) according to method 1; Yield: 0.096 mg (39.8%); MS m/z: 242.4 [M+H]+; 1H-NMR (500 MHz, DMSO d6): δ 4.25 (s, 2H); 6.04 (br s, 1H); 6.50... Starting materials: CC1(N(C1)P(=O)(N1C(C1)(C)C)Cl)C (P,P-bis(2,2-dimethyl-1-aziridinyl)phosphinyl chloride), CN(CCCN)C (3-dimethylaminopropylamine). Run in C1CCOC1 (THF), C1CCOC1 (THF). Conditions: temperature -40 celsius, time 8 hour. The product is CC1(N(C1)P(NCCCN(C)C)(=O)N1C(C1)(C)C)C (P,P-bis(2,2-dimethyl-1-aziridinyl)-N-(3-dimethylaminopropyl)phosphinic amide). Isolated yield 40.0%. RXN SMILES: [CH3:1][C:2]1([CH3:13])[CH2:4][N:3]1[P:5](Cl)([N:7]1[CH2:9][C:8]1([CH3:11])[CH3:10])=[O:6].[CH3:14][N:15]([CH3:20])[CH2:16][CH2:17][CH2:18][NH2:19]>C1COCC1>[CH3:1][C:2]1([CH3:13])[CH2:4][N:3]1[P:5]([N:7]1[CH2:9][C:8]1([CH3:11])[CH3:10])(=[O:6])[NH:19][CH2:18][CH2:17][CH2:16][N:15]([CH3:20])[CH3:14]. Procedure: A solution containing 0.025 moles of P,P-bis(2,2-dimethyl-1-aziridinyl)phosphinyl chloride in about 170 milliliters of THF was prepared in accordance with Example 1, chilled to -40° C. and treated, by slow dropwise addition, with a solution containing 0.026 moles of 3-dimethylaminopropylamine, in 25 milliliters of THF. The resulting slurry was stirred overnight at ambient temperature, filtered, the filtrate was concentrated by rotary evaporation, and vacuum distilled at 119° C./0.45 millimeter o...